From a dataset of the Open Reaction Database (ORD), a public repository of structured organic reaction records. describe an organic reaction: reactants, conditions, products, and yield Starting materials: Cl.N1=CC=CC=C1 (Pyridine hydrochloride), COC=1C=C(C=CC1)C1=NSC(=N1)S(=O)(=O)N (3-(3-methoxyphenyl)-1,2,4-thiadiazole-5-sulfonamide). Run in ice water. The product is OC=1C=C(C=CC1)C1=NSC(=N1)S(=O)(=O)N (3-(3-Hydroxyphenyl)-1,2,4-thiadiazole-5-sulfonamide). Reaction SMILES: Cl.N1C=CC=CC=1.C[O:9][C:10]1[CH:11]=[C:12]([C:16]2[N:20]=[C:19]([S:21]([NH2:24])(=[O:23])=[O:22])[S:18][N:17]=2)[CH:13]=[CH:14][CH:15]=1>>[OH:9][C:10]1[CH:11]=[C:12]([C:16]2[N:20]=[C:19]([S:21]([NH2:24])(=[O:23])=[O:22])[S:18][N:17]=2)[CH:13]=[CH:14][CH:15]=1 |f:0.1|. Procedure details: Pyridine hydrochloride (160 g) was preheated to 205° and 8 g of finely ground 3-(3-methoxyphenyl)-1,2,4-thiadiazole-5-sulfonamide was added. Said temperature was maintained for 15 minutes. The mixture was then poured into ice water (1000 ml) and extracted with ethyl acetate (3×500 ml), and the extracts were washed with saturated sodium chloride solution (500 ml) and dried over anhydrous magnesium sulfate. Concentration gave 5.3 g of product. Flash chromatography using 10% ethyl acetate/dichlorom... The reactants are [Al+3], [Cl-], [Cl-], [Cl-], Cl, O=C(Cl)CCCc1ccc(F)cc1, O, S=C=S. Product: O=C1CCCc2ccc(F)cc21. Reaction SMILES: [Al+3:2].[Cl-:1].[Cl-:3].[Cl-:4].[ClH:18].[F:5][c:6]1[cH:7][cH:8][c:9]([CH2:12][CH2:13][CH2:14][C:15](=[O:16])[Cl:17])[cH:10][cH:11]1.[OH2:19].[S:20]=[C:21]=[S:22]>>[F:5][c:6]1[cH:7][cH:8][c:9]2[c:10]([cH:11]1)[C:15](=[O:16])[CH2:14][CH2:13][CH2:12]2. The reactants are C=CC(=O)OC, [Li]CCCC, CCCCCC, C[Si](C)(C)C#CCN=Cc1ccccc1, C1CCOC1, O. Product: COC(=O)CCC(C#C[Si](C)(C)C)N=Cc1ccccc1. Reaction SMILES: [C:21]([CH:22]=[CH2:23])(=[O:24])[O:25][CH3:26].[CH2:1]([Li:2])[CH2:3][CH2:4][CH3:5].[CH3:28][CH2:29][CH2:30][CH2:31][CH2:32][CH3:33].[CH:6]([c:7]1[cH:8][cH:9][cH:10][cH:11][cH:12]1)=[N:13][CH2:14][C:15]#[C:16][Si:17]([CH3:18])([CH3:19])[CH3:20].[O:34]1[CH2:35][CH2:36][CH2:37][CH2:38]1.[OH2:27]>>[CH:6]([c:7]1[cH:8][cH:9][cH:10][cH:11][cH:12]1)=[N:13][CH:14]([C:15]#[C:16][Si:17]([CH3:18])([CH3:19])[CH3:20])[CH2:23][CH2:22][C:21](=[O:24])[O:25][CH3:26]. Reactants: O=C([O-])[O-], C=CCBr, Cn1ncc(C(=O)NO)c1SCc1ccccc1, Cc1ccccc1, Cl, [K+], [K+], O. The product is C=CCONC(=O)c1cnn(C)c1SCc1ccccc1. Reaction SMILES: [C:1](=[O:2])([O-:3])[O-:4].[CH2:25]([CH:26]=[CH2:27])[Br:28].[CH2:7]([c:8]1[cH:9][cH:10][cH:11][cH:12][cH:13]1)[S:14][c:15]1[c:16]([C:21](=[O:22])[NH:23][OH:24])[cH:17][n:18][n:19]1[CH3:20].[CH3:31][c:32]1[cH:33][cH:34][cH:35][cH:36][cH:37]1.[ClH:29].[K+:5].[K+:6].[OH2:30]>>[CH2:7]([c:8]1[cH:9][cH:10][cH:11][cH:12][cH:13]1)[S:14][c:15]1[c:16]([C:21](=[O:22])[NH:23][O:24][CH2:27][CH:26]=[CH2:25])[cH:17][n:18][n:19]1[CH3:20]. The reactants are C[Si](C)(C)CCOCCl, CN(C)C=O, [H-], [Na+], O=Cc1c[nH]cn1. The product is C[Si](C)(C)CCOCn1cnc(C=O)c1. As a reaction SMILES: [CH3:10][Si:11]([CH2:12][CH2:13][O:14][CH2:15][Cl:16])([CH3:17])[CH3:18].[CH3:19][N:20]([CH3:21])[CH:22]=[O:23].[H-:8].[Na+:9].[nH:1]1[cH:2][n:3][c:4]([CH:6]=[O:7])[cH:5]1>>[n:1]1([CH2:15][O:14][CH2:13][CH2:12][Si:11]([CH3:10])([CH3:17])[CH3:18])[cH:2][n:3][c:4]([CH:6]=[O:7])[cH:5]1. Starting materials: C([O-])([O-])=O.[K+].[K+] (potassium carbonate), [I-].[Na+] (sodium iodide), ClCCOCCC (2-chloroethylpropylether), BrC1=C(C=C(C=C1)O)F (4-bromo-3-fluorophenol). The solvent is CN(C)C=O (DMF), O (water). Run at temperature 90 celsius, time 16 hour. Product: BrC1=C(C=C(C=C1)OCCOCCC)F (1-bromo-2-fluoro-4-(2-propoxyethoxy)benzene). RXN SMILES: [Br:1][C:2]1[CH:7]=[CH:6][C:5]([OH:8])=[CH:4][C:3]=1[F:9].C(=O)([O-])[O-].[K+].[K+].[I-].[Na+].Cl[CH2:19][CH2:20][O:21][CH2:22][CH2:23][CH3:24]>CN(C=O)C.O>[Br:1][C:2]1[CH:7]=[CH:6][C:5]([O:8][CH2:19][CH2:20][O:21][CH2:22][CH2:23][CH3:24])=[CH:4][C:3]=1[F:9] |f:1.2.3,4.5|. Reported procedure: In DMF (90 ml) was dissolved 4-bromo-3-fluorophenol (9.0 g), and to the solution were added at room temperature potassium carbonate (9.8 g), sodium iodide (7.8 g) and 2-chloroethylpropylether(7.7 ml). The mixture was stirred at 90° C. for 16 hours and cooled to room temperature. The reaction solution was poured into water, and the mixture was extracted with ethyl acetate, washed with saturated brine and dried with magnesium sulfate. Under reduced pressure, the solvent was removed, and the residu... The product is FC1=C(CNC=2C=3N(C=CC2)N=C(N3)NC3=CC(=CC=C3)N3CCN(CC3)C)C=CC=C1 (N(8)-(2-Fluoro-benzyl)-N(2)-[3-(4-methyl-piperazin-1-yl)-phenyl]-[1,2,4]triazolo[1,5-a]pyridine-2,8-diamine), foam. Isolated yield 20.5%. As a reaction SMILES: Cl[C:2]1[N:19]=[C:5]2[C:6]([NH:10][CH2:11][C:12]3[CH:17]=[CH:16][CH:15]=[CH:14][C:13]=3[F:18])=[CH:7][CH:8]=[CH:9][N:4]2[N:3]=1.[CH3:20][N:21]1[CH2:26][CH2:25][N:24]([C:27]2[CH:28]=[C:29]([CH:31]=[CH:32][CH:33]=2)[NH2:30])[CH2:23][CH2:22]1>>[F:18][C:13]1[CH:14]=[CH:15][CH:16]=[CH:17][C:12]=1[CH2:11][NH:10][C:6]1[C:5]2[N:4]([N:3]=[C:2]([NH:30][C:29]3[CH:31]=[CH:32][CH:33]=[C:27]([N:24]4[CH2:23][CH2:22][N:21]([CH3:20])[CH2:26][CH2:25]4)[CH:28]=3)[N:19]=2)[CH:9]=[CH:8][CH:7]=1. Starting materials: ClC1=NN2C(C(=CC=C2)NCC2=C(C=CC=C2)F)=N1 ((2-chloro-[1,2,4]triazolo[1,5-a]pyridin-8-yl)-(2-fluoro-benzyl)-amine), CN1CCN(CC1)C=1C=C(N)C=CC1 (3-(4-methylpiperazin-1-yl)aniline). Procedure details: N(8)-(2-Fluoro-benzyl)-N(2)-[3-(4-methyl-piperazin-1-yl)-phenyl]-[1,2,4]triazolo[1,5-a]pyridine-2,8-diamine was prepared from (2-chloro-[1,2,4]triazolo[1,5-a]pyridin-8-yl)-(2-fluoro-benzyl)-amine (0.3227 g, 1.166 mmol) and 3-(4-methylpiperazin-1-yl)aniline (223 mg, 1.17 mmol) in a manner analogous to Example 2d. Product isolated as a red foam (102.96 mg, 20.5%). 1H NMR (400 MHz, (D3C)2SO, δ, ppm): 9.19 (s, 1H), 7.98 (d, J=7.3 Hz, 1H), 7.43-7.06 (m, 7H), 6.74 (t, J=14.3, 7.1 Hz, 1H), 6.46 (d, J=8...